From a dataset of the Open Reaction Database (ORD), a public repository of structured organic reaction records. describe an organic reaction: reactants, conditions, products, and yield Starting materials: [OH-].[K+] (potassium hydroxide), C1=C(CCC2=CC=CC=C12)C(=O)N1[C@H](C(=O)OCC)CCC1 ((S)(-)-Ethyl N-(3,4-dihydro-2-naphthoyl)prolinate). Solvent: C(C)O (ethanol). Run at time 5 hour. Yields the product C1=C(CCC2=CC=CC=C12)C(=O)N1[C@H](C(=O)O)CCC1 ((-)-N-(3,4-Dihydro-2-naphthoyl)proline). RXN SMILES: [OH-].[K+].[CH:3]1[C:12]2[C:7](=[CH:8][CH:9]=[CH:10][CH:11]=2)[CH2:6][CH2:5][C:4]=1[C:13]([N:15]1[CH2:24][CH2:23][CH2:22][C@H:16]1[C:17]([O:19]CC)=[O:18])=[O:14]>C(O)C>[CH:3]1[C:12]2[C:7](=[CH:8][CH:9]=[CH:10][CH:11]=2)[CH2:6][CH2:5][C:4]=1[C:13]([N:15]1[CH2:24][CH2:23][CH2:22][C@H:16]1[C:17]([OH:19])=[O:18])=[O:14] |f:0.1|. Procedure: To a 50% aqueous ethanol solution (100 ml) containing potassium hydroxide (2.56 g, 0.039 mmole), (10a) (9.09 g, 0.030 mole) is added, and the mixture is stirred at room temperature for 5 hours. After completion of the reaction, the reaction mixture is concentrated to the one-fourth of the amount under reduced pressure, and the resultant aqueous alkaline solution is washed with ether (50 ml×2). The aqueous alkaline layer is adjusted to about pH 2 with conc. hydrochloric acid, and the precipitated...